This data is from the Open Reaction Database (ORD), a public repository of structured organic reaction records. The task is: describe an organic reaction: reactants, conditions, products, and yield Starting materials: Cl (Hydrogen chloride), ClC1=CC(=C(C(=O)CCC(=O)O)C=C1)O (3-(4-chloro-2-hydroxybenzoyl)propionic acid), C(C)O (ethanol). Yields the product ClC1=CC(=C(C(=O)CCC(=O)OCC)C=C1)O (ethyl 3-(4-chloro-2-hydroxybenzoyl)propionate). The yield is 98.0%. Reaction SMILES: Cl.[Cl:2][C:3]1[CH:15]=[CH:14][C:6]([C:7]([CH2:9][CH2:10][C:11]([OH:13])=[O:12])=[O:8])=[C:5]([OH:16])[CH:4]=1.[CH2:17](O)[CH3:18]>>[Cl:2][C:3]1[CH:15]=[CH:14][C:6]([C:7]([CH2:9][CH2:10][C:11]([O:13][CH2:17][CH3:18])=[O:12])=[O:8])=[C:5]([OH:16])[CH:4]=1. Procedure details: Hydrogen chloride was bubbled into a gently boiling solution of 3-(4-chloro-2-hydroxybenzoyl)propionic acid (12.0 g, 0.053 mole) in dry ethanol (21.2 cc) until esterification was complete. The product crystallised from ether to give ethyl 3-(4-chloro-2-hydroxybenzoyl)propionate (13.29g, 98%, m.p. 68°-69°). Reactants: N#N (N2), C=1(C(=CC=CC1)C=O)C (o-tolualdehyde), C(#N)CC(=O)OC (methyl cyanoacetate). Reagents/catalysts: N1CCOCC1 (Morpholine). Run in C(C)(C)O (isopropanol), C(C)(C)O (isopropanol). Conditions: time 60 minute. Product: C(#N)C(C(=O)OC)=CC1=C(C=CC=C1)C (methyl 2-cyano-3-(2-mehtylphenyl)-2-propenoate). Isolated yield 86.3%. As a reaction SMILES: N#N.[C:3]1([CH3:11])[C:4]([CH:9]=O)=[CH:5][CH:6]=[CH:7][CH:8]=1.[C:12]([CH2:14][C:15]([O:17][CH3:18])=[O:16])#[N:13]>C(O)(C)C.N1CCOCC1>[C:12]([C:14](=[CH:9][C:4]1[CH:5]=[CH:6][CH:7]=[CH:8][C:3]=1[CH3:11])[C:15]([O:17][CH3:18])=[O:16])#[N:13]. Reported procedure: A 100-mL, 1-necked round bottom flask (with magnetic stir-bar and dry N2 adaptor) was charged with 11.6 mL (12.0 g, 100 mmol) of o-tolualdehyde, 8.8 mL (9.9 g, 100 mmol) of methyl cyanoacetate, and 50 mL of isopropanol. Morpholine (0.50 mL, 0.55 g, 6.3 mmol, 6.3 mol %) was added and the mixture was stirred at 20–33° C. for 60 minutes. This mixture was diluted with 25 mL of isopropanol. The precipitate was filtered, washed with 10 mL of isopropanol, and dried to afford 17.37 g (86.3%) of methyl 2... Reactants: ClC=1N=NC(=CC1)Cl (3,6-dichloropyridazine), O(C1=CC=CC=C1)CC(CNCCN)O (1-phenoxy-3-(2-aminoethylamino)-propan-2-ol), C(C)N(C(C)C)C(C)C (N-ethyldiisopropylamine). The solvent is C1(=CC=CC=C1)C (toluene). The product is O(C1=CC=CC=C1)CC(CNCCNC=1N=NC(=CC1)Cl)O (1-Phenoxy-3-[2-(6-chloropyridazin-3-ylamino)-ethylamino]propan-2-ol). Reaction SMILES: [Cl:1][C:2]1[N:3]=[N:4][C:5](Cl)=[CH:6][CH:7]=1.[O:9]([CH2:16][CH:17]([OH:23])[CH2:18][NH:19][CH2:20][CH2:21][NH2:22])[C:10]1[CH:15]=[CH:14][CH:13]=[CH:12][CH:11]=1.C(N(C(C)C)C(C)C)C>C1(C)C=CC=CC=1>[O:9]([CH2:16][CH:17]([OH:23])[CH2:18][NH:19][CH2:20][CH2:21][NH:22][C:5]1[N:4]=[N:3][C:2]([Cl:1])=[CH:7][CH:6]=1)[C:10]1[CH:15]=[CH:14][CH:13]=[CH:12][CH:11]=1. Procedure details: A mixture of 3.0 g. 3,6-dichloropyridazine, 4.2 g. 1-phenoxy-3-(2-aminoethylamino)-propan-2-ol, 3.5 ml. N-ethyldiisopropylamine and 30 ml. toluene is stirred for 24 hours at 100° C. The reaction mixture is then evaporated and the residue is digested simultaneously with 100 ml. water and 100 ml. methylene chloride, followed by suction filtration and recrystallization from isopropyl alcohol, with treatment with fullers' earth. There are obtained 1.4 g. (21% of theory) of the desired product in the... The reactants are C(C)(C)(C)OC(=O)NC1=CC=C(C=C1)SC1=C(C=C(C(=O)O)C=C1)NC=1C2=C(N=CN1)N=C(C=C2)C(C)C (4-(4-tert-Butoxycarbonylamino-phenylsulfanyl)-3-(7-isopropyl-pyrido[2,3-d]pyrimidin-4-ylamino)-benzoic acid), F[B-](F)(F)F.N1(N=NC2=C1C=CC=C2)OC(=[N+](C)C)N(C)C (O-benzotriazol-1-yl-N,N,N′,N′-tetramethyluronium tetrafluoroborate), P(=O)(OCC(C)(C)N)(OC(C)(C)C)OC(C)(C)C (2-amino-2-methylpropyl di-tert-butyl phosphate), C(C)(C)N(C(C)C)CC (N,N-diisopropylethylamine). Run in CS(=O)C (DMSO), C(C)(=O)OCC (ethyl acetate). Run at time 12 hour. The product is C(C)(C)(C)OP(=O)(OC(C)(C)C)OCC(C)(C)NC(=O)C1=CC(=C(C=C1)SC1=CC=C(C=C1)NC(OC(C)(C)C)=O)NC=1C2=C(N=CN1)N=C(C=C2)C(C)C (tert-butyl 4-(4-(1-(di-tert-butoxyphosphoryloxy)-2-methylpropan-2-ylcarbamoyl)-2-(7-isopropylpyrido[2,3-d]pyrimidin-4-ylamino)phenylthio)phenylcarbamate). The yield is 61.6%. Reaction SMILES: [C:1]([O:5][C:6]([NH:8][C:9]1[CH:14]=[CH:13][C:12]([S:15][C:16]2[CH:24]=[CH:23][C:19]([C:20](O)=[O:21])=[CH:18][C:17]=2[NH:25][C:26]2[C:27]3[CH:35]=[CH:34][C:33]([CH:36]([CH3:38])[CH3:37])=[N:32][C:28]=3[N:29]=[CH:30][N:31]=2)=[CH:11][CH:10]=1)=[O:7])([CH3:4])([CH3:3])[CH3:2].F[B-](F)(F)F.N1(OC(N(C)C)=[N+](C)C)C2C=CC=CC=2N=N1.[P:61]([O:74][C:75]([CH3:78])([CH3:77])[CH3:76])([O:69][C:70]([CH3:73])([CH3:72])[CH3:71])([O:63][CH2:64][C:65]([NH2:68])([CH3:67])[CH3:66])=[O:62].C(N(CC)C(C)C)(C)C>CS(C)=O.C(OCC)(=O)C>[C:70]([O:69][P:61]([O:63][CH2:64][C:65]([NH:68][C:20]([C:19]1[CH:23]=[CH:24][C:16]([S:15][C:12]2[CH:11]=[CH:10][C:9]([NH:8][C:6](=[O:7])[O:5][C:1]([CH3:2])([CH3:4])[CH3:3])=[CH:14][CH:13]=2)=[C:17]([NH:25][C:26]2[C:27]3[CH:35]=[CH:34][C:33]([CH:36]([CH3:37])[CH3:38])=[N:32][C:28]=3[N:29]=[CH:30][N:31]=2)[CH:18]=1)=[O:21])([CH3:67])[CH3:66])([O:74][C:75]([CH3:77])([CH3:76])[CH3:78])=[O:62])([CH3:73])([CH3:72])[CH3:71] |f:1.2|. Reported procedure: To a solution of the product of Example 385E (100 mg, 0.19 mmol), O-benzotriazol-1-yl-N,N,N′,N′-tetramethyluronium tetrafluoroborate [TBTU] (72 mg, 0.22 mmol), the product of Example 438C (65 mg, 0.23 mmol) in DMSO (1 mL) was added N,N-diisopropylethylamine (0.065 mL, 0.37 mmol) dropwise at room temperature under N2. The mixture was stirred at room temperature for 12 hours under N2. The reaction was diluted with ethyl acetate and the organic layer was washed sequentially with water (3×) and brin... Starting materials: C1CCOC1, ClCCl, O=C(Cc1ccsc1)Nc1cccc(-c2nn3ccccc3c2-c2ccnc(Nc3cccc(CNC(=O)C(F)(F)F)c3)n2)c1, [Li+], [OH-], O, O. The product is NCc1cccc(Nc2nccc(-c3c(-c4cccc(NC(=O)Cc5ccsc5)c4)nn4ccccc34)n2)c1. As a reaction SMILES: [CH2:49]1[O:50][CH2:51][CH2:52][CH2:53]1.[Cl:55][CH2:56][Cl:57].[F:1][C:2]([F:3])([F:4])[C:44]([NH:5][CH2:6][c:7]1[cH:8][c:9]([NH:13][c:14]2[n:15][cH:16][cH:17][c:18](-[c:20]3[c:21](-[c:29]4[cH:30][c:31]([NH:35][C:36]([CH2:37][c:38]5[cH:39][s:40][cH:41][cH:42]5)=[O:43])[cH:32][cH:33][cH:34]4)[n:22][n:23]4[c:24]3[cH:25][cH:26][cH:27][cH:28]4)[n:19]2)[cH:10][cH:11][cH:12]1)=[O:45].[Li+:47].[OH-:46].[OH2:48].[OH2:54]>>[NH2:5][CH2:6][c:7]1[cH:8][c:9]([NH:13][c:14]2[n:15][cH:16][cH:17][c:18](-[c:20]3[c:21](-[c:29]4[cH:30][c:31]([NH:35][C:36]([CH2:37][c:38]5[cH:39][s:40][cH:41][cH:42]5)=[O:43])[cH:32][cH:33][cH:34]4)[n:22][n:23]4[c:24]3[cH:25][cH:26][cH:27][cH:28]4)[n:19]2)[cH:10][cH:11][cH:12]1. Starting materials: CS(=O)(=O)C1=NC=CC(=N1)N1C=2N(C(CC1)=O)CC=C(N2)C2=CC=CC=C2 (1-(2-methanesulfonyl-pyrimidin-4-yl)-8-phenyl-1,2,3,6-tetrahydro-pyrimido[1,2-a]pyrimidin-4-one), NC(CC1=CC=C(C=C1)CO)C ([4-(2-amino-propyl)-phenyl]-methanol), O1CCOCC1 (dioxane). Run in CN1C(CCC1)=O (1-methyl-2-pyrrolidinone). The product is OCC1=CC=C(C=C1)CC(C)NC1=NC=CC(=N1)N1C=2N(C(CC1)=O)CC=C(N2)C2=CC=CC=C2 (1-{2-[2-(4-Hydroxymethyl-phenyl)-1-methyl-ethylamino]-pyrimidin-4-yl}-8-phenyl-1,2,3,6-tetrahydro-pyrimido[1,2-a]pyrimidin-4-one). RXN SMILES: CS([C:5]1[N:10]=[C:9]([N:11]2[CH2:16][CH2:15][C:14](=[O:17])[N:13]3[CH2:18][CH:19]=[C:20]([C:22]4[CH:27]=[CH:26][CH:25]=[CH:24][CH:23]=4)[N:21]=[C:12]23)[CH:8]=[CH:7][N:6]=1)(=O)=O.[NH2:28][CH:29]([CH3:39])[CH2:30][C:31]1[CH:36]=[CH:35][C:34]([CH2:37][OH:38])=[CH:33][CH:32]=1.O1CCOCC1>CN1CCCC1=O>[OH:38][CH2:37][C:34]1[CH:35]=[CH:36][C:31]([CH2:30][CH:29]([NH:28][C:5]2[N:10]=[C:9]([N:11]3[CH2:16][CH2:15][C:14](=[O:17])[N:13]4[CH2:18][CH:19]=[C:20]([C:22]5[CH:23]=[CH:24][CH:25]=[CH:26][CH:27]=5)[N:21]=[C:12]34)[CH:8]=[CH:7][N:6]=2)[CH3:39])=[CH:32][CH:33]=1. Procedure: 1-(2-methanesulfonyl-pyrimidin-4-yl)-8-phenyl-1,2,3,6-tetrahydro-pyrimido[1,2-a]pyrimidin-4-one (1.1 g, 2.9 mmol) and [4-(2-amino-propyl)-phenyl]-methanol (0.96 g, 5.8 mmol) in 1:1 dioxane: 1-methyl-2-pyrrolidinone (16 mL) was heated to 100° C. for 20 h. The mixture was partitioned between water (30 mL) and ethyl acetate (60 mL). The organic phase was separated, washed with water, saturated sodium bicarbonate, brine, dried over magnesium sulfate and chromatographed on silica gel using 0-8% 2M NH...